From a dataset of the Open Reaction Database (ORD), a public repository of structured organic reaction records. describe an organic reaction: reactants, conditions, products, and yield Starting materials: O1C(C1)COC1=CC=CC=2NC3=CC=CC=C3C12 (4-oxiranylmethoxy-9H-carbazole), COC1=C(OCCN)C=CC=C1 (2-(2-methoxy-phenoxy]-ethylamine). The product is C(C1=CC=CC=C1)N(CC(COC1=CC=CC=2NC3=CC=CC=C3C12)O)CCOC1=C(C=CC=C1)OC (1-{benzyl-[2-(2-methoxy-phenoxy)-ethyl]-amino}-3-(9H-carbazol-4-yloxy)propan-2-ol). As a reaction SMILES: [O:1]1[CH2:3][CH:2]1[CH2:4][O:5][C:6]1[C:18]2[C:17]3[C:12](=[CH:13][CH:14]=[CH:15][CH:16]=3)[NH:11][C:10]=2[CH:9]=[CH:8][CH:7]=1.[CH3:19][O:20][C:21]1[CH:30]=[CH:29][CH:28]=[CH:27][C:22]=1[O:23][CH2:24][CH2:25][NH2:26]>>[CH2:18]([N:26]([CH2:25][CH2:24][O:23][C:22]1[CH:27]=[CH:28][CH:29]=[CH:30][C:21]=1[O:20][CH3:19])[CH2:3][CH:2]([OH:1])[CH2:4][O:5][C:6]1[C:18]2[C:17]3[C:12](=[CH:13][CH:14]=[CH:15][CH:16]=3)[NH:11][C:10]=2[CH:9]=[CH:8][CH:7]=1)[C:17]1[CH:12]=[CH:13][CH:14]=[CH:15][CH:16]=1. Reported procedure: reaction of 4-oxiranylmethoxy-9H-carbazole with benzyl-[2-(2-methoxy-phenoxy]-ethylamine to give a 1-{benzyl-[2-(2-methoxy-phenoxy)-ethyl]-amino}-3-(9H-carbazol-4-yloxy)propan-2-ol; Starting materials: C(C)(C)(C)NC(=O)C1(CCN(CC1)C)C1=C(C=CC=C1)F (N-(tert-butyl)-4-(2-fluorophenyl)-1-methyl-piperidine-4-carboxamide), ClC(=O)OC(C)Cl (1-chloroethyl chloroformate). The solvent is C1(=CC=CC=C1)C (toluene). The product is C(C)(C)(C)NC(=O)C1(CCNCC1)C1=C(C=CC=C1)F (N-(tert-butyl)-4-(2-fluorophenyl)piperidine-4-carboxamide). As a reaction SMILES: [C:1]([NH:5][C:6]([C:8]1([C:15]2[CH:20]=[CH:19][CH:18]=[CH:17][C:16]=2[F:21])[CH2:13][CH2:12][N:11](C)[CH2:10][CH2:9]1)=[O:7])([CH3:4])([CH3:3])[CH3:2].ClC(OC(Cl)C)=O>C1(C)C=CC=CC=1>[C:1]([NH:5][C:6]([C:8]1([C:15]2[CH:20]=[CH:19][CH:18]=[CH:17][C:16]=2[F:21])[CH2:13][CH2:12][NH:11][CH2:10][CH2:9]1)=[O:7])([CH3:4])([CH3:2])[CH3:3]. Procedure: To a solution of the product of step C (550 mg; 1.88 mmol) in toluene (10 mL) was added 1-chloroethyl chloroformate (15 mmol; 1.62 mL) and the reaction was heated to reflux for 36 h. The volatiles were removed in vacuo, the crude carbamate was then dissolved in methanol (10 mL) and the resultant solution was heated to reflux for 2 h. The volatiles were removed in vacuo, the crude amine was dissolved in methylene chloride (100 mL) and the solution was washed with a saturated solution of sodium bi... The reactants are FC1=CC=C(CN2C=NC3=C2C=NC(=C3)C(=O)OC)C=C1 (Methyl 3-(4-fluorobenzyl)-3H-imidazo[4,5-c]pyridine-6-carboxylate), [Li+].[OH-] (LiOH), N1C=NC=2C=NC(=CC21)C(=O)OC (methyl 1H-imidazo[4,5-c]pyridine-6-carboxylate), FC1=CC=C(CBr)C=C1 (4-fluorobenzyl bromide), FC1=CC=C(CN2C=NC3=C2C=NC(=C3)C(=O)OC)C=C1 (Methyl 3-(4-fluorobenzyl)-3H-imidazo[4,5-c]pyridine-6-carboxylate), FC1=CC=C(CN2C=NC=3C=NC(=CC32)C(=O)OC)C=C1 (methyl 1-(4-fluorobenzyl)-1H-imidazo[4,5-c]pyridine-6-carboxylate). Run in CO (MeOH). Yields the product title compounds, C(C1=CC=CC=C1)ONC(=O)C1=CC2=C(C=N1)N(C=N2)CC2=CC=C(C=C2)F (N-Benzyloxy-3-(4-fluorobenzyl)-3H-imidazo[4,5-c]pyridine-6-carboxamide). Isolated yield 88.0%. As a reaction SMILES: [F:1][C:2]1[CH:21]=[CH:20][C:5]([CH2:6][N:7]2[C:11]3[CH:12]=[N:13][C:14]([C:16]([O:18]C)=O)=[CH:15][C:10]=3[N:9]=[CH:8]2)=[CH:4][CH:3]=1.F[C:23]1[CH:42]=[CH:41][C:26]([CH2:27]N2C3C=C(C(OC)=O)N=CC=3N=C2)=[CH:25][CH:24]=1.[NH:43]1C2C=C(C(OC)=O)N=CC=2N=C1.FC1C=CC(CBr)=CC=1.[Li+].[OH-:66]>CO>[CH2:27]([O:66][NH:43][C:16]([C:14]1[N:13]=[CH:12][C:11]2[N:7]([CH2:6][C:5]3[CH:4]=[CH:3][C:2]([F:1])=[CH:21][CH:20]=3)[CH:8]=[N:9][C:10]=2[CH:15]=1)=[O:18])[C:26]1[CH:41]=[CH:42][CH:23]=[CH:24][CH:25]=1 |f:4.5|. Reported procedure: Methyl 3-(4-fluorobenzyl)-3H-imidazo[4,5-c]pyridine-6-carboxylate and methyl 1-(4-fluorobenzyl)-1H-imidazo[4,5-c]pyridine-6-carboxylate. The title compounds were prepared by alkylation of methyl 1H-imidazo[4,5-c]pyridine-6-carboxylate with 4-fluorobenzyl bromide under the same conditions as those in step (a) of example 1. The two isomers were separated by column chromatography using ethyl acetate as eluent and characterized by NOESY 1H NMR. Methyl 3-(4-fluorobenzyl)-3H-imidazo[4,5-c]pyridine-6-c...